This data is from the Open Reaction Database (ORD), a public repository of structured organic reaction records. The task is: describe an organic reaction: reactants, conditions, products, and yield Reactants: COS(=O)(=O)c1ccc(C)cc1, Cc1ccc2ccccc2n1. Product: Cc1ccc2ccccc2[n+]1C, Cc1ccc(S(=O)(=O)[O-])cc1. Reaction SMILES: [CH3:12][O:13][S:14](=[O:15])(=[O:16])[c:17]1[cH:18][cH:19][c:20]([CH3:23])[cH:21][cH:22]1.[CH3:1][c:2]1[n:3][c:4]2[cH:5][cH:6][cH:7][cH:8][c:9]2[cH:10][cH:11]1>>[CH3:1][c:2]1[n+:3]([CH3:12])[c:4]2[cH:5][cH:6][cH:7][cH:8][c:9]2[cH:10][cH:11]1.[O:13]=[S:14](=[O:15])([O-:16])[c:17]1[cH:18][cH:19][c:20]([CH3:23])[cH:21][cH:22]1. Starting materials: CCOC1CCC(=O)CC1, O=C(O)C(F)(F)F, Cn1nc(NCC(=O)NC2CNC2)c2cc(C(F)(F)F)ccc21. Yields the product CCOC1CCC(N2CC(NC(=O)CNc3nn(C)c4ccc(C(F)(F)F)cc34)C2)CC1. As a reaction SMILES: [CH2:31]([CH3:32])[O:33][CH:34]1[CH2:35][CH2:36][C:37](=[O:40])[CH2:38][CH2:39]1.[F:24][C:25]([F:26])([F:27])[C:28]([OH:29])=[O:30].[NH:1]1[CH2:2][CH:3]([NH:5][C:6]([CH2:7][NH:8][c:9]2[n:10][n:11]([CH3:22])[c:12]3[cH:13][cH:14][c:15]([C:18]([F:19])([F:20])[F:21])[cH:16][c:17]23)=[O:23])[CH2:4]1>>[N:1]1([CH:37]2[CH2:36][CH2:35][CH:34]([O:33][CH2:31][CH3:32])[CH2:39][CH2:38]2)[CH2:2][CH:3]([NH:5][C:6]([CH2:7][NH:8][c:9]2[n:10][n:11]([CH3:22])[c:12]3[cH:13][cH:14][c:15]([C:18]([F:19])([F:20])[F:21])[cH:16][c:17]23)=[O:23])[CH2:4]1. The reactants are ClC1=C(C(=C(C=C1OC)OC)Cl)C1=NC=C2C(=N1)NN=C2I (6-(2,6-dichloro-3,5-dimethoxyphenyl)-3-iodo-1H-pyrazolo[3,4-d]pyrimidine), C1(CC1)N1C(C2=CC=C(C=C2C1)B1OC(C(O1)(C)C)(C)C)=O (2-cyclopropyl-5-(4,4,5,5-tetramethyl-1,3,2-dioxaborolan-2-yl)isoindolin-1-one). Product: C1(CC1)N1C(C2=CC=C(C=C2C1)C1=NNC2=NC(=NC=C21)C2=C(C(=CC(=C2Cl)OC)OC)Cl)=O (2-Cyclopropyl-5-[6-(2,6-dichloro-3,5-dimethoxyphenyl)-1H-pyrazolo[3,4-d]pyrimidin-3-yl]isoindolin-1-one). As a reaction SMILES: [Cl:1][C:2]1[C:7]([O:8][CH3:9])=[CH:6][C:5]([O:10][CH3:11])=[C:4]([Cl:12])[C:3]=1[C:13]1[N:18]=[C:17]2[NH:19][N:20]=[C:21](I)[C:16]2=[CH:15][N:14]=1.[CH:23]1([N:26]2[CH2:34][C:33]3[C:28](=[CH:29][CH:30]=[C:31](B4OC(C)(C)C(C)(C)O4)[CH:32]=3)[C:27]2=[O:44])[CH2:25][CH2:24]1>>[CH:23]1([N:26]2[CH2:34][C:33]3[C:28](=[CH:29][CH:30]=[C:31]([C:21]4[C:16]5[C:17](=[N:18][C:13]([C:3]6[C:2]([Cl:1])=[C:7]([O:8][CH3:9])[CH:6]=[C:5]([O:10][CH3:11])[C:4]=6[Cl:12])=[N:14][CH:15]=5)[NH:19][N:20]=4)[CH:32]=3)[C:27]2=[O:44])[CH2:25][CH2:24]1. Reported procedure: This compound was prepared by using procedures analogous to those described for the synthesis of Example 4, Step 2 starting from 6-(2,6-dichloro-3,5-dimethoxyphenyl)-3-iodo-1H-pyrazolo[3,4-d]pyrimidine and 2-cyclopropyl-5-(4,4,5,5-tetramethyl-1,3,2-dioxaborolan-2-yl)isoindolin-1-one. LCMS (M+H)+=496.0/498.0 Reactants: C1CO1 (Ethylene oxide), NC1=C(C=C(C(=C1)C(F)(F)F)N)[N+](=O)[O-] (1,4-diamino-2-nitro-5-trifluoromethylbenzene), O (water). The solvent is COCCOC (monoethylene glycol dimethyl ether). The product is NC1=C(C=C(C(=C1)C(F)(F)F)NCCO)[N+](=O)[O-] (1-amino-4-(2-hydroxyethylamino)-2-nitro-5-trifluoromethylbenzene). RXN SMILES: [CH2:1]1[O:3][CH2:2]1.[NH2:4][C:5]1[CH:10]=[C:9]([C:11]([F:14])([F:13])[F:12])[C:8]([NH2:15])=[CH:7][C:6]=1[N+:16]([O-:18])=[O:17].O>COCCOC>[NH2:4][C:5]1[CH:10]=[C:9]([C:11]([F:14])([F:13])[F:12])[C:8]([NH:15][CH2:2][CH2:1][OH:3])=[CH:7][C:6]=1[N+:16]([O-:18])=[O:17]. Reported procedure: Ethylene oxide is passed in portions into a mixture of 2.2 g (10 mmol) of 1,4-diamino-2-nitro-5-trifluoromethylbenzene, 25 ml of water and 10 ml of monoethylene glycol dimethyl ether at 60° C. in the course of 20 minutes, and the reaction is monitored by thin layer chromatography. When the monohydroxyethylation is complete, the mixture is cooled slowly to room temperature and the precipitate is filtered off and washed with water. Starting materials: C(=O)(O)[O-].[Na+] (NaHCO3), [O-]P(=O)([O-])[O-].[K+].[K+].[K+] (K3PO4), O1C(CCCC1)N1N=CC=C1B1OC(C(O1)(C)C)(C)C (1-(tetrahydro-2H-pyran-2-yl)-5-(4,4,5,5-tetramethyl-1,3,2-dioxaborolan-2-yl)-1H-pyrazole), BrC=1C(=NC=C(C(=O)NC2=CC=C(C=C2)OC(C)(F)F)C1)N1C[C@@H](CC1)O ((R)-5-bromo-N-(4-(1,1-difluoroethoxy)phenyl)-6-(3-hydroxypyrrolidin-1-yl)nicotinamide). The reagents and catalysts are C=1C=CC(=CC1)[P](C=2C=CC=CC2)(C=3C=CC=CC3)[Pd]([P](C=4C=CC=CC4)(C=5C=CC=CC5)C=6C=CC=CC6)([P](C=7C=CC=CC7)(C=8C=CC=CC8)C=9C=CC=CC9)[P](C=1C=CC=CC1)(C=1C=CC=CC1)C=1C=CC=CC1 (Pd(PPh3)4). The solvent is C1(=CC=CC=C1)C (toluene), CCOC(=O)C (EtOAc). Conditions: temperature 110 celsius, time 1 hour. Product: O1C(CCCC1)N1N=CC=C1C=1C=NC=C(C(=O)N)C1 (5-(1-(tetrahydro-2H-pyran-2-yl)-1H-pyrazol-5-yl)nicotinamide). RXN SMILES: [O-]P([O-])([O-])=O.[K+].[K+].[K+].[O:9]1[CH2:14][CH2:13][CH2:12][CH2:11][CH:10]1[N:15]1[C:19](B2OC(C)(C)C(C)(C)O2)=[CH:18][CH:17]=[N:16]1.Br[C:30]1[C:31](N2CC[C@@H](O)C2)=[N:32][CH:33]=[C:34]([CH:49]=1)[C:35]([NH:37]C1C=CC(OC(F)(F)C)=CC=1)=[O:36].C([O-])(O)=O.[Na+]>C1(C)C=CC=CC=1.CCOC(C)=O.C1C=CC([P]([Pd]([P](C2C=CC=CC=2)(C2C=CC=CC=2)C2C=CC=CC=2)([P](C2C=CC=CC=2)(C2C=CC=CC=2)C2C=CC=CC=2)[P](C2C=CC=CC=2)(C2C=CC=CC=2)C2C=CC=CC=2)(C2C=CC=CC=2)C2C=CC=CC=2)=CC=1>[O:9]1[CH2:14][CH2:13][CH2:12][CH2:11][CH:10]1[N:15]1[C:19]([C:30]2[CH:31]=[N:32][CH:33]=[C:34]([CH:49]=2)[C:35]([NH2:37])=[O:36])=[CH:18][CH:17]=[N:16]1 |f:0.1.2.3,6.7,^1:77,79,98,117|. Reported procedure: K3PO4 (113 mg, 0.532 mmol), 1-(tetrahydro-2H-pyran-2-yl)-5-(4,4,5,5-tetramethyl-1,3,2-dioxaborolan-2-yl)-1H-pyrazole (99 mg, 0.355 mmol) and Pd(PPh3)4 (10.24 mg, 8.86 mmol) were added to a solution of (R)-5-bromo-N-(4-(1,1-difluoroethoxy)phenyl)-6-(3-hydroxypyrrolidin-1-yl)nicotinamide (Stage 30.1, 80 mg, 0.177 mmol) in toluene (1.5 mL) under argon atmosphere. and the RM was stirred at 110° C. for 1 h. The RM was diluted with EtOAc (20 mL) treated with sat. NaHCO3 solution (20 mL). and extracted...